Dataset: the Open Reaction Database (ORD), a public repository of structured organic reaction records. Task: describe an organic reaction: reactants, conditions, products, and yield Reactants: sodium 1,1,1,3,3,3-hexamethyldisilazide, C(C)(=O)O (acetic acid), C[C@H]1N(C(O[C@@H]1C1=CC=CC=C1)=O)C(CC1=C(C=CC=C1)OC)=O ((4R, 5R)-4-methyl-5-phenyl-3-[(2-methoxyphenyl)acetyl]-2-oxazolidinone), CI (methyl iodide). Run in O1CCCC1 (tetrahydrofuran), C(C)(=O)OCC (ethyl acetate). Conditions: time 45 minute. The product is C[C@H]1N(C(O[C@@H]1C1=CC=CC=C1)=O)C([C@H](C)C1=C(C=CC=C1)OC)=O ((4R, 5R)-4-methyl-5-phenyl-3-[(R)-2-(2-methoxyphenyl)propionyl]-2-oxazolidinone). RXN SMILES: [CH3:1][C@@H:2]1[C@@H:6]([C:7]2[CH:12]=[CH:11][CH:10]=[CH:9][CH:8]=2)[O:5][C:4](=[O:13])[N:3]1[C:14](=[O:24])[CH2:15][C:16]1[CH:21]=[CH:20][CH:19]=[CH:18][C:17]=1[O:22][CH3:23].CI.[C:27](O)(=O)C>O1CCCC1.C(OCC)(=O)C>[CH3:1][C@@H:2]1[C@@H:6]([C:7]2[CH:8]=[CH:9][CH:10]=[CH:11][CH:12]=2)[O:5][C:4](=[O:13])[N:3]1[C:14](=[O:24])[C@@H:15]([C:16]1[CH:21]=[CH:20][CH:19]=[CH:18][C:17]=1[O:22][CH3:23])[CH3:27]. Procedure details: To a solution, cooled to -50° C., of 22.82 g of (4R, 5R)-4-methyl-5-phenyl-3-[(2-methoxyphenyl)acetyl]-2-oxazolidinone in 190 cm3 of tetrahydrofuran are added 19.31 g of sodium 1,1,1,3,3,3-hexamethyldisilazide, and the mixture is stirred for 45 minutes at this temperature, followed by addition of 8.82 cm3 of methyl iodide. The reaction mixture is subsequently stirred for 15 hours at room temperature, and then 18.65 cm3 of acetic acid are added, and the mixture is diluted with 200 cm3 of ethyl ac... Reactants: [Cl-], Cc1ccc(F)cc1-n1c(CF)nc2ccc([N+](=O)[O-])cc2c1=O. Product: Cc1ccc(F)cc1-n1c(CF)nc2ccc(N)cc2c1=O. RXN SMILES: [Cl-:25].[F:1][CH2:2][c:3]1[n:4][c:5]2[cH:6][cH:7][c:8]([N+:22]([O-:23])=[O:24])[cH:9][c:10]2[c:11](=[O:21])[n:12]1-[c:13]1[c:14]([CH3:20])[cH:15][cH:16][c:17]([F:19])[cH:18]1>>[F:1][CH2:2][c:3]1[n:4][c:5]2[cH:6][cH:7][c:8]([NH2:22])[cH:9][c:10]2[c:11](=[O:21])[n:12]1-[c:13]1[c:14]([CH3:20])[cH:15][cH:16][c:17]([F:19])[cH:18]1.